Dataset: the Open Reaction Database (ORD), a public repository of structured organic reaction records. Task: describe an organic reaction: reactants, conditions, products, and yield Starting materials: BrC=1C=C2C(=NC1)N=C(S2)OC2CCN(CC2)C(=O)OC(C)(C)C (tert-Butyl 4-(6-bromothiazolo[4,5-b]pyridin-2-yloxy)piperidine-1-carboxylate), C(=O)(C(F)(F)F)O (TFA), BrC1=CC2=C(N=C(S2)OC2CCNCC2)C=C1 (6-Bromo-2-(piperidin-4-yloxy)benzo[d]thiazole). Product: BrC=1C=C2C(=NC1)N=C(S2)OC2CCNCC2 (6-Bromo-2-(piperidin-4-yloxy)thiazolo[4,5-b]pyridine). Reaction SMILES: [Br:1][C:2]1[CH:3]=[C:4]2[S:10][C:9]([O:11][CH:12]3[CH2:17][CH2:16][N:15](C(OC(C)(C)C)=O)[CH2:14][CH2:13]3)=[N:8][C:5]2=[N:6][CH:7]=1.C(O)(C(F)(F)F)=O.BrC1C=CC2N=C(OC3CCNCC3)SC=2C=1>>[Br:1][C:2]1[CH:3]=[C:4]2[S:10][C:9]([O:11][CH:12]3[CH2:17][CH2:16][NH:15][CH2:14][CH2:13]3)=[N:8][C:5]2=[N:6][CH:7]=1. Procedure details: Compound 21C was prepared from Compound 21B and TFA in a similar manner to the procedure described for Compound 1B in Example 1. LC/MS (m/z)=314 (M+H)+.